From a dataset of the Open Reaction Database (ORD), a public repository of structured organic reaction records. describe an organic reaction: reactants, conditions, products, and yield Reactants: three, N1=CC=CC=C1 (pyridine), C1(=CC=CC=C1)C=1C=CC(N=C2C1C=CC(=C2)C)=O (5-phenyl-8-methyl-2-oxobenzazepine), P(Cl)(Cl)(Cl)(Cl)Cl (phosphorus pentachloride), BrBr (bromine), S([O-])(O)=O.[Na+] (sodium bisulfite). Run in C(Cl)Cl (methylene chloride), ClCCl (dichloromethane), C(Cl)Cl (methylene chloride). Reaction conditions: temperature -70 celsius, time 2 hour. The product is BrC1C(NC2=C(C(C1)C1=CC=CC=C1)C=CC=C2)=O (3-Bromo-2-oxo-5-phenyl-2,3,4,5-tetrahydro-1H-(1)benzazepine). The yield is 49.2%. RXN SMILES: [C:1]1([C:7]2[CH:8]=[CH:9][C:10](=[O:19])[N:11]=[C:12]3[CH:17]=[C:16](C)[CH:15]=[CH:14][C:13]=23)[CH:6]=[CH:5][CH:4]=[CH:3][CH:2]=1.P(Cl)(Cl)(Cl)(Cl)Cl.N1C=CC=CC=1.[Br:32]Br.S(=O)(O)[O-].[Na+]>C(Cl)Cl>[Br:32][CH:9]1[CH2:8][CH:7]([C:1]2[CH:6]=[CH:5][CH:4]=[CH:3][CH:2]=2)[C:13]2[CH:14]=[CH:15][CH:16]=[CH:17][C:12]=2[NH:11][C:10]1=[O:19] |f:4.5|. Procedure: To a 200 mL three neck round-bottomed flask equipped with a nitrogen inlet and septum were added 5.48 grams (21.8 mmol) 5-phenyl-8-methyl-2-oxobenzazepine, 100 mL dichloromethane, and 4.55 grams (21.8 mmol) phosphorus pentachloride. After dissolution, 1.85 mL (22.9 mmol) pyridine was added, and the solution cooled to -70° C. To the stirring solution (some precipitate appeared at this temperature, but did not affect the reaction) was added a solution of 1.12 mL (21.8 mmol) bromine in 10 mL methyl...